From a dataset of the Open Reaction Database (ORD), a public repository of structured organic reaction records. describe an organic reaction: reactants, conditions, products, and yield Starting materials: CC1=C(C(NC(=C1)C)=O)CNC(=O)C=1C2=C(N=C(C1)C=1CC(NC(C1)(C)C)(C)C)N(N=C2)C2CCNCC2 (N-((4,6-dimethyl-2-oxo-1,2-dihydropyridin-3-yl)methyl)-1-(piperidin-4-yl)-6-(2,2,6,6-tetramethyl-1,2,3,6-tetrahydropyridin-4-yl)-1H-pyrazolo[3,4-b]pyridine-4-carboxamide), CO.C(Cl)Cl (MeOH DCM), C(C)(=O)Cl (acetyl chloride), O (water). Solvent: N1=CC=CC=C1 (pyridine). Run at time 5 hour. Product: C(C)(=O)N1CCC(CC1)N1N=CC2=C1N=C(C=C2C(=O)NCC=2C(NC(=CC2C)C)=O)C=2CC(NC(C2)(C)C)(C)C (1-(1-acetylpiperidin-4-yl)-N-((4,6-dimethyl-2-oxo-1,2-dihydropyridin-3-yl)methyl)-6-(2,2,6,6-tetramethyl-1,2,3,6-tetrahydropyridin-4-yl)-1H-pyrazolo[3,4-b]pyridine-4-carboxamide). Yield: 30.0%. Reaction SMILES: [CH3:1][C:2]1[CH:7]=[C:6]([CH3:8])[NH:5][C:4](=[O:9])[C:3]=1[CH2:10][NH:11][C:12]([C:14]1[C:15]2[CH:32]=[N:31][N:30]([CH:33]3[CH2:38][CH2:37][NH:36][CH2:35][CH2:34]3)[C:16]=2[N:17]=[C:18]([C:20]2[CH2:21][C:22]([CH3:29])([CH3:28])[NH:23][C:24]([CH3:27])([CH3:26])[CH:25]=2)[CH:19]=1)=[O:13].[C:39](Cl)(=[O:41])[CH3:40].O.CO.C(Cl)Cl>N1C=CC=CC=1>[C:39]([N:36]1[CH2:37][CH2:38][CH:33]([N:30]2[C:16]3[N:17]=[C:18]([C:20]4[CH2:21][C:22]([CH3:28])([CH3:29])[NH:23][C:24]([CH3:26])([CH3:27])[CH:25]=4)[CH:19]=[C:14]([C:12]([NH:11][CH2:10][C:3]4[C:4](=[O:9])[NH:5][C:6]([CH3:8])=[CH:7][C:2]=4[CH3:1])=[O:13])[C:15]=3[CH:32]=[N:31]2)[CH2:34][CH2:35]1)(=[O:41])[CH3:40] |f:3.4|. Procedure: N-((4,6-dimethyl-2-oxo-1,2-dihydropyridin-3-yl)methyl)-1-(piperidin-4-yl)-6-(2,2,6,6-tetramethyl-1,2,3,6-tetrahydropyridin-4-yl)-1H-pyrazolo[3,4-b]pyridine-4-carboxamide (0.1 g, 0.2 mmol) was suspended in pyridine (1 mL) and acetyl chloride (0.016 g, 0.205 mmol) was added to it. The reaction mixture was stirred at room temperature for 5 h. On completion of reaction, water was added to it and extraction was carried out using 10% MeOH/DCM; the combined organic layers were washed with water, brine ... The reactants are N[C@@H]1CC[C@H](CC1)N (trans-1,4-diaminocyclohexane), ClC1=NC(=C2N=CNC2=N1)NC1=CC=C(C=C1)N(C)C (2-chloro-N-[4-(dimethylamino)phenyl]-9H-purin-6-amine). The product is N[C@@H]1CC[C@H](CC1)NC1=NC(=C2N=CNC2=N1)NC1=CC=C(C=C1)N(C)C (Trans-N2-(4-aminocyclohexyl)-N6-[4-(dimethylamino)phenyl]-9H-purine-2,6-diamine). Isolated yield 11.9%. As a reaction SMILES: [NH2:1][C@H:2]1[CH2:7][CH2:6][C@H:5]([NH2:8])[CH2:4][CH2:3]1.Cl[C:10]1[N:18]=[C:17]2[C:13]([N:14]=[CH:15][NH:16]2)=[C:12]([NH:19][C:20]2[CH:25]=[CH:24][C:23]([N:26]([CH3:28])[CH3:27])=[CH:22][CH:21]=2)[N:11]=1>>[NH2:1][C@H:2]1[CH2:7][CH2:6][C@H:5]([NH:8][C:10]2[N:18]=[C:17]3[C:13]([N:14]=[CH:15][NH:16]3)=[C:12]([NH:19][C:20]3[CH:25]=[CH:24][C:23]([N:26]([CH3:28])[CH3:27])=[CH:22][CH:21]=3)[N:11]=2)[CH2:4][CH2:3]1. Reported procedure: 1200 mg of trans-1,4-diaminocyclohexane are heated to its melting point (70° C.) and 432 mg of the product obtained in stage 1 above are added. 65 mg of the expected product are thus obtained. Reactants: NC1CC2CC1C1C=CCC21, CO, NC1CC2CC1C1CC=CC21, [H][H]. Product: NC1CC2CC1C1CCCC21. As a reaction SMILES: [CH2:1]1[CH:2]=[CH:3][CH:4]2[CH:5]3[CH:6]([NH2:11])[CH2:7][CH:8]([CH:9]12)[CH2:10]3.[CH3:25][OH:26].[CH:12]1=[CH:22][CH2:21][CH:14]2[CH:13]1[CH:17]1[CH2:16][CH:15]2[CH:19]([NH2:20])[CH2:18]1.[H:23][H:24]>>[CH2:1]1[CH2:2][CH2:3][CH:4]2[CH:5]3[CH:6]([NH2:11])[CH2:7][CH:8]([CH:9]12)[CH2:10]3. The product is ClC1=CC=C(C(=O)Cl)C=C1 (4-chlorobenzoyl chloride). Procedure: The solution of 4-chlorobenzoic acid (5 g, 31.94 mmol) in thionyl chloride (150 ml) was stirred for 5 h at 80° C. and then concentrated under vacuum to give 4-chlorobenzoyl chloride as a brown oil (4.5 g, crude). As a reaction SMILES: [Cl:1][C:2]1[CH:10]=[CH:9][C:5]([C:6](O)=[O:7])=[CH:4][CH:3]=1.S(Cl)([Cl:13])=O>>[Cl:1][C:2]1[CH:10]=[CH:9][C:5]([C:6]([Cl:13])=[O:7])=[CH:4][CH:3]=1. The reactants are ClC1=CC=C(C(=O)O)C=C1 (4-chlorobenzoic acid), S(=O)(Cl)Cl (thionyl chloride). Starting materials: C(C)OC(C(=CC(=O)OCC)NC1=CC=C(C(C=C1)=O)N)=O (2-(4-amino-5-oxo-1,3,6-cycloheptatrien-1-ylamino)-2-butenedioic acid diethyl ester), C(C)(=O)OC(C)=O (acetic anhydride). The product is C(C)OC(C(=CC(=O)OCC)NC1=CC=C(C(C=C1)=O)NC(C)=O)=O (2-(4-acetylamino-5-oxo-1,3,6-cycloheptatrien-1-ylamino)-2-butenedioic acid diethyl ester). Reaction SMILES: [CH2:1]([O:3][C:4](=[O:22])[C:5]([NH:12][C:13]1[CH:19]=[CH:18][C:17](=[O:20])[C:16]([NH2:21])=[CH:15][CH:14]=1)=[CH:6][C:7]([O:9][CH2:10][CH3:11])=[O:8])[CH3:2].[C:23](OC(=O)C)(=[O:25])[CH3:24]>>[CH2:1]([O:3][C:4](=[O:22])[C:5]([NH:12][C:13]1[CH:19]=[CH:18][C:17](=[O:20])[C:16]([NH:21][C:23](=[O:25])[CH3:24])=[CH:15][CH:14]=1)=[CH:6][C:7]([O:9][CH2:10][CH3:11])=[O:8])[CH3:2]. Reported procedure: A solution of 2-(4-amino-5-oxo-1,3,6-cycloheptatrien-1-ylamino)-2-butenedioic acid diethyl ester (1.7 g, described in Example 1) in acetic anhydride (17 ml) is stirred at room temperature for 16 hr. The solution is evaporated and the residue is dissolved in ethyl acetate. The solution is washed with 1N potassium hydroxide and water, dried over sodium sulfate and evaporated to give a residue of 2-(4-acetylamino-5-oxo-1,3,6-cycloheptatrien-1-ylamino)-2-butenedioic acid diethyl ester. The reactants are C1CCOC1, CCCc1nc(-n2c(C)ccc2C)c(C=CC(=O)OC)n1Cc1ccc(-c2ccccc2-c2nnn[nH]2)cc1, C[Si](C)(C)[O-], [K+]. Yields the product CCCc1nc(-n2c(C)ccc2C)c(C=CC(=O)O)n1Cc1ccc(-c2ccccc2-c2nnn[nH]2)cc1. As a reaction SMILES: [CH2:46]1[O:47][CH2:48][CH2:49][CH2:50]1.[CH3:1][c:2]1[n:3](-[c:8]2[n:9][c:10]([CH2:37][CH2:38][CH3:39])[n:11]([CH2:19][c:20]3[cH:21][cH:22][c:23](-[c:26]4[c:27](-[c:32]5[n:33][n:34][n:35][nH:36]5)[cH:28][cH:29][cH:30][cH:31]4)[cH:24][cH:25]3)[c:12]2[CH:13]=[CH:14][C:15](=[O:16])[O:17][CH3:18])[c:4]([CH3:7])[cH:5][cH:6]1.[CH3:40][Si:41]([CH3:42])([CH3:43])[O-:44].[K+:45]>>[CH3:1][c:2]1[n:3](-[c:8]2[n:9][c:10]([CH2:37][CH2:38][CH3:39])[n:11]([CH2:19][c:20]3[cH:21][cH:22][c:23](-[c:26]4[c:27](-[c:32]5[nH:33][n:34][n:35][n:36]5)[cH:28][cH:29][cH:30][cH:31]4)[cH:24][cH:25]3)[c:12]2[CH:13]=[CH:14][C:15](=[O:16])[OH:17])[c:4]([CH3:7])[cH:5][cH:6]1. Starting materials: Br (hydrobromic acid), COC=1C=C2CCNC(C2=CC1OC)C1(CCC1)C1=CC2=CC=CC=C2C=C1 (6,7-dimethoxy-1-[1-(2-naphthyl)cyclobutyl]-1,2,3,4-tetrahydroisoquinoline), C=O (formaldehyde), C(#N)[BH3-].[Na+] (sodium cyanoborohydride). Run in C(C)(=O)O (acetic acid), C(C)#N (acetonitrile), C(C)(=O)O (acetic acid). Reaction conditions: time 15 minute. Product: OC=1C=C2CCN(C(C2=CC1O)C1(CCC1)C1=CC2=CC=CC=C2C=C1)C (6,7-dihydroxy-2-methyl-1-[1-(2-naphthyl)cyclobutyl]-1,2,3,4-tetrahydroisoquinoline). As a reaction SMILES: C[O:2][C:3]1[CH:4]=[C:5]2[C:10](=[CH:11][C:12]=1[O:13]C)[CH:9]([C:15]1([C:19]3[CH:28]=[CH:27][C:26]4[C:21](=[CH:22][CH:23]=[CH:24][CH:25]=4)[CH:20]=3)[CH2:18][CH2:17][CH2:16]1)[NH:8][CH2:7][CH2:6]2.C=O.[C:31]([BH3-])#N.[Na+].Br>C(O)(=O)C.C(#N)C>[OH:2][C:3]1[CH:4]=[C:5]2[C:10](=[CH:11][C:12]=1[OH:13])[CH:9]([C:15]1([C:19]3[CH:28]=[CH:27][C:26]4[C:21](=[CH:22][CH:23]=[CH:24][CH:25]=4)[CH:20]=3)[CH2:16][CH2:17][CH2:18]1)[N:8]([CH3:31])[CH2:7][CH2:6]2 |f:2.3|. Procedure details: A mixture of 6,7-dimethoxy-1-[1-(2-naphthyl)cyclobutyl]-1,2,3,4-tetrahydroisoquinoline (4.74 g prepared as described in Example RB20), 37-40% aqueous formaldehyde solution (5.1 ml), acetonitrile (120 ml) and sodium cyanoborohydride (1.3 g) was stirred at ambient temperature for 15 minutes. The mixture was neutralised by addition of glacial acetic acid and stirred for 45 minutes. The mixture was concentrated by evaporation and basified with 2N aqueous potassium hydroxide solution. The resulting m... The reactants are iodides, CNCCNC (N,N′-dimethylethylenediamine), BrC1=NC(=CC(=C1)C1=CC=C(C=C1)C(F)(F)F)C (2-bromo-6-methyl-4-(4-trifluoromethyl-phenyl)-pyridine), [I-].[Na+] (sodium iodide). The reagents and catalysts are [Cu]I (copper(I) iodide). The solvent is O1CCOCC1 (dioxane). The product is IC1=NC(=CC(=C1)C1=CC=C(C=C1)C(F)(F)F)C (2-Iodo-6-methyl-4-(4-trifluoromethyl-phenyl)-pyridine), solid. Isolated yield 100.0%. Reaction SMILES: Br[C:2]1[CH:7]=[C:6]([C:8]2[CH:13]=[CH:12][C:11]([C:14]([F:17])([F:16])[F:15])=[CH:10][CH:9]=2)[CH:5]=[C:4]([CH3:18])[N:3]=1.[I-:19].[Na+].CNCCNC>O1CCOCC1.[Cu]I>[I:19][C:2]1[CH:7]=[C:6]([C:8]2[CH:13]=[CH:12][C:11]([C:14]([F:17])([F:16])[F:15])=[CH:10][CH:9]=2)[CH:5]=[C:4]([CH3:18])[N:3]=1 |f:1.2|. Procedure details: Alternatively the title compound was prepared from 2-bromo-6-methyl-4-(4-trifluoromethyl-phenyl)-pyridine (example A.48) (101.0 g, 320 mmol), sodium iodide (91.04 g, 608 mmol), copper(I) iodide (2.89 g, 5 mol %) and N,N′-dimethylethylenediamine (3.31 mL, 11 mol %) in dioxane (304 mL) according to the general procedure Ia to d preparation of iodides. Obtained as a light yellow solid (112.5 g, 100%). MS (ISP) 364.0 [(M+H)+]; mp 91-93° C.